Dataset: the Open Reaction Database (ORD), a public repository of structured organic reaction records. Task: describe an organic reaction: reactants, conditions, products, and yield The reactants are C(CCC)NC1CC(NC(C1)(C)C)(C)C (4-n-butylamino-2,2,6,6-tetramethylpiperidine), C1(=C(C(=O)C1=O)O)O (quadratic acid). Run in C(C)C(CO)CCCC (2-ethylhexanol). Yields the product C(CCC)N(C1CC(NC(C1)(C)C)(C)C)[C+]1[C+](C(=C1[O-])N(CCCC)C1CC(NC(C1)(C)C)(C)C)[O-] (1,3-Bis[N-n-butyl-N-(2,2,6,6-tetramethyl-4-piperidyl)amino]cyclobutenediylium-2,4-diolate). Yield: 88.2%. RXN SMILES: [CH2:1]([NH:5][CH:6]1[CH2:11][C:10]([CH3:13])([CH3:12])[NH:9][C:8]([CH3:15])([CH3:14])[CH2:7]1)[CH2:2][CH2:3][CH3:4].[C:16]1(O)[C:20](=[O:21])[C:18](=O)[C:17]=1[OH:22]>C(C(CCCC)CO)C>[CH2:1]([N:5]([C+:16]1[C:17]([O-:22])=[C:18]([N:5]([CH:6]2[CH2:7][C:8]([CH3:15])([CH3:14])[NH:9][C:10]([CH3:12])([CH3:13])[CH2:11]2)[CH2:1][CH2:2][CH2:3][CH3:4])[C+:20]1[O-:21])[CH:6]1[CH2:7][C:8]([CH3:14])([CH3:15])[NH:9][C:10]([CH3:13])([CH3:12])[CH2:11]1)[CH2:2][CH2:3][CH3:4]. Reported procedure: Under agitation, 392.9 g (1.85 moles) of 4-n-butylamino-2,2,6,6-tetramethylpiperidine, 10.0 g (0.0877 mole) of quadratic acid, and 150 cc of 2-ethylhexanol were heated to boiling under reflux in a 1-liter agitated flask with water trap; s temperature rose from 205° to 217° C., and 2.8 cc of water was removed from the cycle. The reaction solution was then distilled. The residue was boiled with petroleum ether. After cooling, vacuum-filtering, and drying, 38.9 g was obtained (88.2% yield), mp 151°... Reactants: N1(CCC[C@@H]2CCCC[C@H]12)C(=O)C1=CSC(=C1)C1CNCC1 (cis-(Octahydro-quinolin-1-yl)-(5-pyrrolidin-3-yl-thiophen-3-yl)-methanone), C(C)(=O)OC(C)=O (acetic anhydride). Solvent: C(C)N(CC)CC (triethylamine). Run at time 20 minute. Yields the product N1(CCC[C@@H]2CCCC[C@H]12)C(=O)C=1C=C(SC1)C1CN(CC1)C(C)=O (cis-1-{3-[4-(Octahydro-quinoline-1-carbonyl)-thiophen-2-yl]-pyrrolidin-1-yl}ethanone). RXN SMILES: [N:1]1([C:11]([C:13]2[CH:17]=[C:16]([CH:18]3[CH2:22][CH2:21][NH:20][CH2:19]3)[S:15][CH:14]=2)=[O:12])[C@@H:10]2[C@@H:5]([CH2:6][CH2:7][CH2:8][CH2:9]2)[CH2:4][CH2:3][CH2:2]1.[C:23](OC(=O)C)(=[O:25])[CH3:24]>C(N(CC)CC)C>[N:1]1([C:11]([C:13]2[CH:17]=[C:16]([CH:18]3[CH2:22][CH2:21][N:20]([C:23](=[O:25])[CH3:24])[CH2:19]3)[S:15][CH:14]=2)=[O:12])[C@@H:10]2[C@@H:5]([CH2:6][CH2:7][CH2:8][CH2:9]2)[CH2:4][CH2:3][CH2:2]1. Procedure: cis-(Octahydro-quinolin-1-yl)-(5-pyrrolidin-3-yl-thiophen-3-yl)-methanone (CC-177) (0.065 g, 0.19 mmol) was dissolved in triethylamine (2 mL) and acetic anhydride was added and the resulting mixture stirred for 20 minutes. The solvent was evaporated and the resulting gum was purified by HPLC eluting with 10%-98% acetonitrile in water (0.1% formic acid). The fractions containing the desired product were concentrated under vacuum to give the title compound (0.029 g). LCMS m/z 361.20[M+H]+ RT=9.24 ... As a reaction SMILES: [CH2:1]1[CH2:2][CH2:3][NH:4][CH2:5]1.[CH2:6]1[C:7](=[O:15])[CH2:8][c:9]2[cH:10][cH:11][cH:12][cH:13][c:14]21.[CH3:21][CH2:22][CH2:23][CH2:24][CH3:25].[Cl-:16].[Cl-:17].[Cl-:18].[Cl-:19].[Ti+4:20]>>[CH2:1]1[CH2:2][CH2:3][N:4]([C:7]2=[CH:8][c:9]3[cH:10][cH:11][cH:12][cH:13][c:14]3[CH2:6]2)[CH2:5]1. Product: C1=C(N2CCCC2)Cc2ccccc21. Starting materials: C1CCNC1, O=C1Cc2ccccc2C1, CCCCC, [Cl-], [Cl-], [Cl-], [Cl-], [Ti+4]. The reactants are C1(CCCO1)=O (γ-butyrolactone), C1(CCO1)=O (β-propiolactone). The product is C(C=C)C1C(OCC1)=O (3-(2-propenyl)dihydro-2(3H)-furanone). RXN SMILES: [C:1]1(=[O:6])[O:5][CH2:4][CH2:3][CH2:2]1.[C:7]1(=O)O[CH2:9][CH2:8]1>>[CH2:9]([CH:2]1[CH2:3][CH2:4][O:5][C:1]1=[O:6])[CH:8]=[CH2:7]. Procedure: 10.72 g of 3-(2-propenyl)dihydro-2(3H)-furanone of interest were prepared in the same manner as in Preparation Example 2Z-5 except that 8.61 g (100.0 mmol) of γ-butyrolactone were used instead of β-propiolactone described in Preparation Example 2Z-5. The reactants are FB(F)F, CSc1ccc(C(O)c2ccccc2OCc2ccccc2)cc1, CC[SiH](CC)CC, CCOCC, CC#N, O. Product: CSc1ccc(Cc2ccccc2OCc2ccccc2)cc1. Reaction SMILES: [B:13]([F:14])([F:15])[F:16].[CH2:17]([c:18]1[cH:19][cH:20][cH:21][cH:22][cH:23]1)[O:24][c:25]1[c:26]([CH:31]([OH:32])[c:33]2[cH:34][cH:35][c:36]([S:39][CH3:40])[cH:37][cH:38]2)[cH:27][cH:28][cH:29][cH:30]1.[CH2:1]([SiH:2]([CH2:3][CH3:4])[CH2:5][CH3:6])[CH3:7].[CH2:8]([O:9][CH2:10][CH3:11])[CH3:12].[CH3:42][C:43]#[N:44].[OH2:41]>>[CH2:17]([c:18]1[cH:19][cH:20][cH:21][cH:22][cH:23]1)[O:24][c:25]1[c:26]([CH2:31][c:33]2[cH:34][cH:35][c:36]([S:39][CH3:40])[cH:37][cH:38]2)[cH:27][cH:28][cH:29][cH:30]1. The reactants are C(C1=CC=CC=C1)OC1=CC(=C(C(=O)OC)C=C1)O (methyl 4-benzyloxy-2-hydroxybenzoate), [H-].[Na+] (NaH), CI (methyl iodide). Solvent: CN(C)C=O (DMF). Product: C(C1=CC=CC=C1)OC1=CC(=C(C(=O)OC)C=C1)OC (methyl 4-benzyloxy-2-methoxybenzoate). As a reaction SMILES: [CH2:1]([O:8][C:9]1[CH:18]=[CH:17][C:12]([C:13]([O:15][CH3:16])=[O:14])=[C:11]([OH:19])[CH:10]=1)[C:2]1[CH:7]=[CH:6][CH:5]=[CH:4][CH:3]=1.[H-].[Na+].[CH3:22]I>CN(C=O)C>[CH2:1]([O:8][C:9]1[CH:18]=[CH:17][C:12]([C:13]([O:15][CH3:16])=[O:14])=[C:11]([O:19][CH3:22])[CH:10]=1)[C:2]1[CH:3]=[CH:4][CH:5]=[CH:6][CH:7]=1 |f:1.2|. Procedure details: To a stirred, 0° C. solution of methyl 4-benzyloxy-2-hydroxybenzoate (12 g, 46 mmol) in DMF (150 mL) was added NaH (2.76 g, 69 mmol) and methyl iodide (7.2 mL, 116 mmol). The solution was allowed to warm to ambient temperature overnight with stirring. The reaction mixture was poured onto ice and the resulting aqueous solution extracted with Et2O (3×200 mL). The organic phase was dried (MgSO4), filtered and the Et2O removed under reduced pressure. The crude white solid was purified by pressurized... Reactants: Cc1ccccc1, Cl, N#CC1(c2ccc(C(F)(F)F)cc2)CCC1, O. Yields the product CC(=O)C1(c2ccc(C(F)(F)F)cc2)CCC1. RXN SMILES: [CH3:19][c:20]1[cH:21][cH:22][cH:23][cH:24][cH:25]1.[ClH:18].[F:1][C:2]([c:3]1[cH:4][cH:5][c:6]([C:9]2([C:13]#[N:14])[CH2:10][CH2:11][CH2:12]2)[cH:7][cH:8]1)([F:15])[F:16].[OH2:17]>>[F:1][C:2]([c:3]1[cH:4][cH:5][c:6]([C:9]2([C:13](=[O:17])[CH3:19])[CH2:10][CH2:11][CH2:12]2)[cH:7][cH:8]1)([F:15])[F:16]. Starting materials: Cc1ccc(S(=O)(=O)OCCc2nc(-c3ccc(N4CCOCC4)cc3)oc2C)cc1, COC(=O)CCc1ccc(O)cc1CCNC(=O)OC(C)C, [K+], [K+], O=C([O-])[O-], CN(C)C=O, O. Yields the product COC(=O)CCc1ccc(OCCc2nc(-c3ccc(N4CCOCC4)cc3)oc2C)cc1CCNC(=O)OC(C)C. Reaction SMILES: [CH3:1][c:2]1[c:3]([CH2:19][CH2:20][O:21][S:22]([c:23]2[cH:24][cH:25][c:26]([CH3:27])[cH:28][cH:29]2)(=[O:30])=[O:31])[n:4][c:5](-[c:7]2[cH:8][cH:9][c:10]([N:13]3[CH2:14][CH2:15][O:16][CH2:17][CH2:18]3)[cH:11][cH:12]2)[o:6]1.[CH3:32][O:33][C:34]([CH2:35][CH2:36][c:37]1[c:38]([CH2:44][CH2:45][NH:46][C:47](=[O:48])[O:49][CH:50]([CH3:51])[CH3:52])[cH:39][c:40]([OH:43])[cH:41][cH:42]1)=[O:53].[K+:54].[K+:55].[O-:56][C:57]([O-:58])=[O:59].[O:60]=[CH:61][N:62]([CH3:63])[CH3:64].[OH2:65]>>[CH3:1][c:2]1[c:3]([CH2:19][CH2:20][O:21][c:40]2[cH:39][c:38]([CH2:44][CH2:45][NH:46][C:47](=[O:48])[O:49][CH:50]([CH3:51])[CH3:52])[c:37]([CH2:36][CH2:35][C:34]([O:33][CH3:32])=[O:53])[cH:42][cH:41]2)[n:4][c:5](-[c:7]2[cH:8][cH:9][c:10]([N:13]3[CH2:14][CH2:15][O:16][CH2:17][CH2:18]3)[cH:11][cH:12]2)[o:6]1.